Dataset: the Open Reaction Database (ORD), a public repository of structured organic reaction records. Task: describe an organic reaction: reactants, conditions, products, and yield Reactants: [Si](C)(C)(C(C)(C)C)OC(CC=1C=CC2=C(C1)C1=CC(=CC=C1C=1NC(=NC12)C1=C(C=CC=C1Br)Br)OCCCC(F)(F)F)(C)C (6-(2-([tert-butyl(dimethyl)silyl]oxy)-2-methylpropyl)-2-(2,6-dibromophenyl)-9-(4,4,4-trifluorobutoxy)-1H-phenanthro[9,10-d]imidazole), [Si](C)(C)(C(C)(C)C)OC(CC=1C=CC2=C(C1)C1=CC(=CC=C1C=1NC(=NC12)C1=C(C=CC=C1Br)Br)OCC1CC1)(C)C (6-(2-{[tert-butyl(dimethyl)silyl]oxy}-2-methylpropyl)-9-(cyclopropylmethoxy)-2-(2,6-dibromophenyl)-1H-phenanthro[9,10-d]imidazole). Product: BrC1=C(C(=CC=C1)Br)C1=NC2=C(N1)C1=CC=C(C=C1C=1C=C(C=CC12)CC(C)(O)C)OCCCC(F)(F)F (1-[2-(2,6-dibromophenyl)-9-(4,4,4-trifluorobutoxy)-1H-phenanthro[9,10-d]imidazol-6-yl]-2-methylpropan-2-ol). RXN SMILES: [Si]([O:8][C:9]([CH3:45])([CH3:44])[CH2:10][C:11]1[CH:12]=[CH:13][C:14]2[C:27]3[N:26]=[C:25]([C:28]4[C:33]([Br:34])=[CH:32][CH:31]=[CH:30][C:29]=4[Br:35])[NH:24][C:23]=3[C:22]3[C:17](=[CH:18][C:19]([O:36][CH2:37][CH2:38][CH2:39][C:40]([F:43])([F:42])[F:41])=[CH:20][CH:21]=3)[C:15]=2[CH:16]=1)(C(C)(C)C)(C)C.[Si](OC(C)(C)CC1C=CC2C3N=C(C4C(Br)=CC=CC=4Br)NC=3C3C(=CC(OCC4CC4)=CC=3)C=2C=1)(C(C)(C)C)(C)C>>[Br:35][C:29]1[CH:30]=[CH:31][CH:32]=[C:33]([Br:34])[C:28]=1[C:25]1[NH:24][C:23]2[C:22]3[C:17]([C:15]4[CH:16]=[C:11]([CH2:10][C:9]([CH3:45])([OH:8])[CH3:44])[CH:12]=[CH:13][C:14]=4[C:27]=2[N:26]=1)=[CH:18][C:19]([O:36][CH2:37][CH2:38][CH2:39][C:40]([F:43])([F:41])[F:42])=[CH:20][CH:21]=3. Procedure details: This imidazole was prepared as described in Step 8 of Route A of Example 168, substituting 6-(2-([tert-butyl(dimethyl)silyl]oxy)-2-methylpropyl)-2-(2,6-dibromophenyl)-9-(4,4,4-trifluorobutoxy)-1H-phenanthro[9,10-d]imidazole from Step 5 above for 6-(2-{[tert-butyl(dimethyl)silyl]oxy}-2-methylpropyl)-9-(cyclopropylmethoxy)-2-(2,6-dibromophenyl)-1H-phenanthro[9,10-d]imidazole. The reactants are COC([C@@H](N)COC1=CC=C(C=C1)C1=C(C2=C(S1)C=CC=C2)CC2=CC=C(C=C2)OCCN2CCCC2)=O (O-[4-[3-[4-[2-(1-Pyrrolidinyl)ethoxy]benzyl]benzo[b]thiophen-2-yl]phenyl]-L-serine methyl ester), O[Li].O (LiOH-H2O). Run in C1CCOC1.CO.O (THF MeOH H2O). Run at time 3 hour. Yields the product [NH4+].[OH-].CO.CCOC(=O)C (NH4OH MeOH EtOAc), N1(CCCC1)CCOC1=CC=C(CC=2C3=C(SC2C2=CC=C(C=C2)OC[C@H](N)C(=O)O)C=CC=C3)C=C1 (O-[4-[3-[4-[2-(1-Pyrrolidinyl)ethoxy]-benzyl]benzo[b]thiophen-2-yl]phenyl]-L-serine). Yield: 220.1%. RXN SMILES: [CH3:1][O:2][C:3](=[O:38])[C@H:4]([CH2:6][O:7][C:8]1[CH:13]=[CH:12][C:11]([C:14]2[S:18][C:17]3[CH:19]=[CH:20][CH:21]=[CH:22][C:16]=3[C:15]=2[CH2:23][C:24]2[CH:29]=[CH:28][C:27]([O:30][CH2:31][CH2:32][N:33]3[CH2:37][CH2:36][CH2:35][CH2:34]3)=[CH:26][CH:25]=2)=[CH:10][CH:9]=1)[NH2:5].[OH:39][Li].O>C1COCC1.CO.O>[NH4+:5].[OH-:2].[CH3:1][OH:2].[CH3:4][CH2:6][O:7][C:8]([CH3:13])=[O:39].[N:33]1([CH2:32][CH2:31][O:30][C:27]2[CH:26]=[CH:25][C:24]([CH2:23][C:15]3[C:16]4[CH:22]=[CH:21][CH:20]=[CH:19][C:17]=4[S:18][C:14]=3[C:11]3[CH:12]=[CH:13][C:8]([O:7][CH2:6][C@@H:4]([C:3]([OH:38])=[O:2])[NH2:5])=[CH:9][CH:10]=3)=[CH:29][CH:28]=2)[CH2:37][CH2:36][CH2:35][CH2:34]1 |f:1.2,3.4.5,6.7.8.9|. Procedure: O-[4-[3-[4-[2-(1-Pyrrolidinyl)ethoxy]benzyl]benzo[b]thiophen-2-yl]phenyl]-L-serine methyl ester (21 mg) was dissolved in THF:MeOH:H2O (3:1:1, 3 mL), treated with LiOH-H2O (5 mg) in one portion and allowed to stir at ambient temperature for 3 h. The reaction mixture was concentrated under reduced pressure. Chromatography with NH4OH:MeOH:EtOAc (10:20:70) afforded the title compound (15 mg). Reactants: C(C)(C)(C)OC(NC1(CCC1)C1=CC=C(C=C1)C1=C(OC2=CC(=CC=C2C1=O)C=1NN=CC1)C1=CC=CC=C1)=O ((1-{-4-[4-oxo-2-phenyl-7-(2H-pyrazol-3-yl)-4H-chromen-3-yl]phenyl}cyclobutyl)-carbamic acid tert-butyl ester), C(C)(C)(C)OC(NC1(CCC1)C1=CC=C(C=C1)C1=C(OC2=C(C=CC=C2C1=O)Br)C1=CC=CC=C1)=O ({1-[4-(8-bromo-4-oxo-2-phenyl-4H-chromen-3-yl)-phenyl]-cyclobutyl}-carbamic acid tert-butyl ester), CC1=NOC(=C1B(O)O)C (3,5-dimethylisoxazole-4-boronic acid). Yields the product C(C)(C)(C)OC(NC1(CCC1)C1=CC=C(C=C1)C1=C(OC2=C(C=CC=C2C1=O)C=1C(=NOC1C)C)C1=CC=CC=C1)=O ((1-{4-[8-(3,5-Dimethyl-isoxazol-4-yl)-4-oxo-2-phenyl-4H-chromen-3-yl]-phenyl}-cyclobutyl)-carbamic acid tert-butyl ester). Isolated yield 31.0%. As a reaction SMILES: [C:1]([O:5][C:6](=[O:40])[NH:7][C:8]1([C:12]2[CH:17]=[CH:16][C:15]([C:18]3[C:27](=[O:28])[C:26]4[C:21](=[CH:22][C:23](C5NN=CC=5)=[CH:24][CH:25]=4)[O:20][C:19]=3[C:34]3[CH:39]=[CH:38][CH:37]=[CH:36][CH:35]=3)=[CH:14][CH:13]=2)[CH2:11][CH2:10][CH2:9]1)([CH3:4])([CH3:3])[CH3:2].C(OC(=O)NC1(C2C=CC(C3C(=O)C4C(=C(Br)C=CC=4)OC=3C3C=CC=CC=3)=CC=2)CCC1)(C)(C)C.[CH3:77][C:78]1[C:82](B(O)O)=[C:81]([CH3:86])[O:80][N:79]=1>>[C:1]([O:5][C:6](=[O:40])[NH:7][C:8]1([C:12]2[CH:13]=[CH:14][C:15]([C:18]3[C:27](=[O:28])[C:26]4[C:21](=[C:22]([C:82]5[C:78]([CH3:77])=[N:79][O:80][C:81]=5[CH3:86])[CH:23]=[CH:24][CH:25]=4)[O:20][C:19]=3[C:34]3[CH:39]=[CH:38][CH:37]=[CH:36][CH:35]=3)=[CH:16][CH:17]=2)[CH2:11][CH2:10][CH2:9]1)([CH3:3])([CH3:2])[CH3:4]. Reported procedure: Following the procedure of (1-{-4-[4-oxo-2-phenyl-7-(2H-pyrazol-3-yl)-4H-chromen-3-yl]phenyl}cyclobutyl)-carbamic acid tert-butyl ester, {1-[4-(8-bromo-4-oxo-2-phenyl-4H-chromen-3-yl)-phenyl]-cyclobutyl}-carbamic acid tert-butyl ester was reacted with 3,5-dimethylisoxazole-4-boronic acid to give the title compound (16 mg, 31%). LCMS (Method G): RT=4.34 min, [M+H]+=563. The reactants are CC1CCC(C(C)C)C(N(C(=O)[O-])C(C)c2ccc(F)cn2)C1, ClC(Cl)Cl, O. Yields the product CC(N)c1ccc(F)cn1. RXN SMILES: [CH:1]([CH:2]1[CH2:3][CH2:4][CH:5]([CH3:6])[CH2:7][CH:8]1[N:11]([C:9](=[O:10])[O-:12])[CH:15]([CH3:16])[c:17]1[n:18][cH:19][c:20]([F:23])[cH:21][cH:22]1)([CH3:13])[CH3:14].[CH:25]([Cl:26])([Cl:27])[Cl:28].[OH2:24]>>[NH2:11][CH:15]([CH3:16])[c:17]1[n:18][cH:19][c:20]([F:23])[cH:21][cH:22]1. Reactants: ice water, [BH4-].[Na+] (sodium borohydride), C(C)(=O)OC=1C(=C2C(CC(OC2=C(C1C)C)(COC1=CC=C(C=C1)[N+](=O)[O-])C)=O)C (6-acetoxy-2,5,7,8-tetramethyl-2-(4-nitrophenoxymethyl)chroman-4-one), CO (methanol), Cl (hydrochloric acid). Solvent: C1=CC=CC=C1 (benzene). Reaction conditions: time 30 minute. Product: C(C)(=O)OC=1C(=C2C(CC(OC2=C(C1C)C)(COC1=CC=C(C=C1)[N+](=O)[O-])C)O)C (6-Acetoxy-4-hydroxy-2,5,7,8-tetramethyl-2-(4-nitrophenoxymethyl)chroman). Reaction SMILES: [BH4-].[Na+].[C:3]([O:6][C:7]1[C:8]([CH3:32])=[C:9]2[C:14](=[C:15]([CH3:18])[C:16]=1[CH3:17])[O:13][C:12]([CH3:30])([CH2:19][O:20][C:21]1[CH:26]=[CH:25][C:24]([N+:27]([O-:29])=[O:28])=[CH:23][CH:22]=1)[CH2:11][C:10]2=[O:31])(=[O:5])[CH3:4].CO.Cl>C1C=CC=CC=1>[C:3]([O:6][C:7]1[C:8]([CH3:32])=[C:9]2[C:14](=[C:15]([CH3:18])[C:16]=1[CH3:17])[O:13][C:12]([CH3:30])([CH2:19][O:20][C:21]1[CH:26]=[CH:25][C:24]([N+:27]([O-:29])=[O:28])=[CH:23][CH:22]=1)[CH2:11][CH:10]2[OH:31])(=[O:5])[CH3:4] |f:0.1|. Procedure: 160 mg of sodium borohydride were added to a mixture of 1.8 g of 6-acetoxy-2,5,7,8-tetramethyl-2-(4-nitrophenoxymethyl)chroman-4-one (prepared as described in Preparation 47), 15 ml of methanol and 1 ml of benzene in an ice bath, and the mixture was stirred for 30 minutes. The reaction mixture was then poured into ice-water, neutralized with 10% w/v aqueous hydrochloric acid and extracted with benzene. The benzene extract was washed with water and dried over anhydrous sodium sulfate. The solvent... Reactants: CC(C)(C)c1cccc(C#N)c1, CO, [NH4+], [OH-]. Product: CC(C)(C)c1cccc(CN)c1. Reaction SMILES: [C:1]([CH3:2])([CH3:3])([CH3:4])[c:5]1[cH:6][c:7]([C:8]#[N:9])[cH:10][cH:11][cH:12]1.[CH3:13][OH:14].[NH4+:15].[OH-:16]>>[C:1]([CH3:2])([CH3:3])([CH3:4])[c:5]1[cH:6][c:7]([CH2:8][NH2:9])[cH:10][cH:11][cH:12]1. Starting materials: BrC1=CC(=C(C=C1F)C)Cl (4-bromo-2-chloro-5-fluorotoluene), BrN1C(CCC1=O)=O (N-bromosuccinimide), C(C1=CC=CC=C1)(=O)OOC(C1=CC=CC=C1)=O (benzoyl peroxide). Solvent: C(Cl)(Cl)(Cl)Cl (carbon tetrachloride), CCCCCCC (heptane). Reaction conditions: temperature 85 celsius. Product: BrC1=C(C=C(C(=C1)Cl)CBr)F (1-Bromo-4-(bromomethyl)-5-chloro-2-fluorobenzene), oil. Yield: 100.0%. RXN SMILES: [Br:1][C:2]1[C:7]([F:8])=[CH:6][C:5]([CH3:9])=[C:4]([Cl:10])[CH:3]=1.[Br:11]N1C(=O)CCC1=O.C(OOC(=O)C1C=CC=CC=1)(=O)C1C=CC=CC=1>C(Cl)(Cl)(Cl)Cl.CCCCCCC>[Br:1][C:2]1[CH:3]=[C:4]([Cl:10])[C:5]([CH2:9][Br:11])=[CH:6][C:7]=1[F:8]. Procedure: A solution of 4-bromo-2-chloro-5-fluorotoluene (997 mg, 4.46 mmol), N-bromosuccinimide (837 mg, 4.70 mmol) and benzoyl peroxide (35 mg, 0.14 mmol) in carbon tetrachloride (20 mL) was heated to reflux at 85° C. for 18.5 hours under nitrogen. The reaction mixture was concentrated in vacuo to afford a cream solid residue. The residue was suspended in heptane (40 mL), filtered and the filtrate then concentrated in vacuo to afford the title compound a clear oil (1.35 g, 100%). The compound was used w...